Dataset: the Open Reaction Database (ORD), a public repository of structured organic reaction records. Task: describe an organic reaction: reactants, conditions, products, and yield Starting materials: O=C([O-])[O-], CC(=O)[O-], CC(=O)[O-], COCCOC, Clc1ccc2ccccc2n1, OB(O)c1ccc(F)cc1F, [K+], [K+], [Pd+2], c1ccc(P(c2ccccc2)c2ccccc2)cc1. Yields the product Fc1ccc(-c2ccc3ccccc3n2)c(F)c1. RXN SMILES: [C:23](=[O:24])([O-:25])[O-:26].[C:48]([O-:49])(=[O:50])[CH3:51].[C:53]([O-:54])(=[O:55])[CH3:56].[CH3:57][O:58][CH2:59][CH2:60][O:61][CH3:62].[Cl:1][c:2]1[n:3][c:4]2[cH:5][cH:6][cH:7][cH:8][c:9]2[cH:10][cH:11]1.[F:12][c:13]1[c:14]([B:20]([OH:21])[OH:22])[cH:15][cH:16][c:17]([F:19])[cH:18]1.[K+:27].[K+:28].[Pd+2:52].[c:29]1([P:30]([c:31]2[cH:32][cH:33][cH:34][cH:35][cH:36]2)[c:37]2[cH:38][cH:39][cH:40][cH:41][cH:42]2)[cH:43][cH:44][cH:45][cH:46][cH:47]1>>[c:2]1(-[c:14]2[c:13]([F:12])[cH:18][c:17]([F:19])[cH:16][cH:15]2)[n:3][c:4]2[cH:5][cH:6][cH:7][cH:8][c:9]2[cH:10][cH:11]1. Starting materials: Nc1cc(Cl)c(F)c(Cl)c1F, Cl, Cl[Cu], O=N[O-], [Na+], O. Product: Fc1c(Cl)cc(Cl)c(F)c1Cl. As a reaction SMILES: [Cl:1][c:2]1[c:3]([F:11])[c:4]([NH2:5])[cH:6][c:7]([Cl:10])[c:8]1[F:9].[ClH:12].[Cu:17][Cl:18].[N:13]([O-:14])=[O:15].[Na+:16].[OH2:19]>>[Cl:1][c:2]1[c:3]([F:11])[c:4]([Cl:12])[cH:6][c:7]([Cl:10])[c:8]1[F:9]. The reactants are CC(C)(C(NC1=NC=C(C=C1)C(F)(F)F)=O)SC(C)=O (thioacetic acid S-[1-methyl-1-(5-trifluoromethyl-pyridin-2-ylcarbamoyl)-ethyl]ester), C(C)(C)(C)OC(=O)N1CCC(CC1)CBr (4-bromomethyl-piperidine-1-carboxylic acid tert-butyl ester), C[O-].[Na+] (sodium methoxide). Solvent: C(C)O (ethanol). Run at temperature 130 celsius. Product: C(C)(C)(C)OC(=O)N1CCC(CC1)C(C(NC1=NC=C(C=C1)C(F)(F)F)=O)(C)SCC (4-[1-methyl-1-(5-trifluoromethyl-pyridin-2-ylcarbamoyl)-ethylsulfanylmethyl]-piperidine-1-carboxylic acid tert-butyl ester). The yield is 124.2%. Reaction SMILES: [CH3:1][C:2]([S:17][C:18](=O)[CH3:19])([C:4](=[O:16])[NH:5][C:6]1[CH:11]=[CH:10][C:9]([C:12]([F:15])([F:14])[F:13])=[CH:8][N:7]=1)[CH3:3].[C:21]([O:25][C:26]([N:28]1[CH2:33][CH2:32]C(CBr)[CH2:30][CH2:29]1)=[O:27])([CH3:24])([CH3:23])[CH3:22].C[O-].[Na+]>C(O)C>[C:21]([O:25][C:26]([N:28]1[CH2:33][CH2:32][CH:1]([C:2]([S:17][CH2:18][CH3:19])([CH3:3])[C:4](=[O:16])[NH:5][C:6]2[CH:11]=[CH:10][C:9]([C:12]([F:15])([F:14])[F:13])=[CH:8][N:7]=2)[CH2:30][CH2:29]1)=[O:27])([CH3:24])([CH3:23])[CH3:22] |f:2.3|. Procedure: To a solution of 200 mg (0.654 mmol) of thioacetic acid S-[1-methyl-1-(5-trifluoromethyl-pyridin-2-ylcarbamoyl)-ethyl]ester (synthesized according to Method F, step 1) in ethanol (2 mL) were added 363 mg (1.31 mmol) of 4-bromomethyl-piperidine-1-carboxylic acid tert-butyl ester and 141 mg (2.61 mmol) of sodium methoxide at room temperature. The reaction was heated to 130° C. for 0.5 h within a microwave (CEM Discover). The reaction mixture was concentrated under reduced pressure. The residue was...